The task is: describe an organic reaction: reactants, conditions, products, and yield. This data is from the Open Reaction Database (ORD), a public repository of structured organic reaction records. Reactants: [Br-], CCOC(=O)C(=O)c1ccc(Br)cc1, C1CCOC1, C[Si](C)(C)[N-][Si](C)(C)C, c1ccc([P+](CC2CCCCC2)(c2ccccc2)c2ccccc2)cc1, Cl, [Li+], O. Yields the product CCOC(=O)C(=CC1CCCCC1)c1ccc(Br)cc1. As a reaction SMILES: [Br-:11].[CH2:38]([CH3:39])[O:40][C:41]([C:42](=[O:43])[c:44]1[cH:45][cH:46][c:47]([Br:50])[cH:48][cH:49]1)=[O:51].[CH2:53]1[O:54][CH2:55][CH2:56][CH2:57]1.[CH3:2][Si:3]([N-:4][Si:5]([CH3:6])([CH3:7])[CH3:8])([CH3:9])[CH3:10].[CH:12]1([CH2:18][P+:19]([c:20]2[cH:21][cH:22][cH:23][cH:24][cH:25]2)([c:26]2[cH:27][cH:28][cH:29][cH:30][cH:31]2)[c:32]2[cH:33][cH:34][cH:35][cH:36][cH:37]2)[CH2:13][CH2:14][CH2:15][CH2:16][CH2:17]1.[ClH:52].[Li+:1].[OH2:58]>>[CH:12]1([CH:18]=[C:42]([C:41]([O:40][CH2:38][CH3:39])=[O:51])[c:44]2[cH:45][cH:46][c:47]([Br:50])[cH:48][cH:49]2)[CH2:13][CH2:14][CH2:15][CH2:16][CH2:17]1. Starting materials: C(CC)[S-].[Na+] (sodium 1-propanethiolate), ClC1=CC(=NC2=C3N=CC=CC3=CC=C12)C (4-chloro-2-methyl-[1,10]phenanthroline). Solvent: CO (methanol). Product: CC1=NC2=C3N=CC=CC3=CC=C2C(=C1)SCCC (2-Methyl-4-propylsulfanyl-[1,10]phenanthroline). Isolated yield 76.1%. Reaction SMILES: [CH2:1]([S-:4])[CH2:2][CH3:3].[Na+].Cl[C:7]1[C:20]2[C:11](=[C:12]3[C:17](=[CH:18][CH:19]=2)[CH:16]=[CH:15][CH:14]=[N:13]3)[N:10]=[C:9]([CH3:21])[CH:8]=1>CO>[CH3:21][C:9]1[CH:8]=[C:7]([S:4][CH2:1][CH2:2][CH3:3])[C:20]2[C:11](=[C:12]3[C:17](=[CH:18][CH:19]=2)[CH:16]=[CH:15][CH:14]=[N:13]3)[N:10]=1 |f:0.1|. Procedure: Solid sodium 1-propanethiolate (2.35 g, 24.0 mmol) was added to a 100 mL round-bottomed flask containing a solution of 4-chloro-2-methyl-[1,10]phenanthroline (1.10 g, 4.8 mmol) in methanol (50 mL). The reaction mixture was refluxed for 18 hours and allowed to reach room temperature. The solvent was removed in a rotary evaporator and the residue was treated with methylene choride (100 mL) and saturated NaHCO3 (100 mL) and transferred to a separatory funnel. The organic layer was washed with brine... Reactants: CS(C)=O, O=c1[nH]cc(CCl)c(=O)[nH]1, [N-]=[N+]=[N-], [Na+]. Yields the product [N-]=[N+]=NCc1c[nH]c(=O)[nH]c1=O. As a reaction SMILES: [CH3:15][S:16]([CH3:17])=[O:18].[Cl:5][CH2:6][c:7]1[c:8](=[O:14])[nH:9][c:10](=[O:13])[nH:11][cH:12]1.[N-:2]=[N+:3]=[N-:4].[Na+:1]>>[N:2](=[N+:3]=[N-:4])[CH2:6][c:7]1[c:8](=[O:14])[nH:9][c:10](=[O:13])[nH:11][cH:12]1. Starting materials: C(C1=CC=CC=C1)N1CCC(CC1)=O (1-benzyl-4-piperidone), C[Si](C)(C)C#N (trimethylsilyl cyanide). The reagents and catalysts are [I-].[Zn+2].[I-] (zinc iodide). The solvent is C(C)OCC (diethyl ether). Conditions: time 6 hour. The product is C(C1=CC=CC=C1)N1CCC(CC1)(CN)O (1-Benzyl-4-hydroxy-4-aminomethyl piperidine). Reaction SMILES: [CH2:1]([N:8]1[CH2:13][CH2:12][C:11](=[O:14])[CH2:10][CH2:9]1)[C:2]1[CH:7]=[CH:6][CH:5]=[CH:4][CH:3]=1.C[Si]([C:19]#[N:20])(C)C>C(OCC)C.[I-].[Zn+2].[I-]>[CH2:1]([N:8]1[CH2:13][CH2:12][C:11]([OH:14])([CH2:19][NH2:20])[CH2:10][CH2:9]1)[C:2]1[CH:3]=[CH:4][CH:5]=[CH:6][CH:7]=1 |f:3.4.5|. Procedure: To neat 1-benzyl-4-piperidone (2.22 mL, 12 mmol) was added trimethylsilyl cyanide (1.95 mL, ˜15 mmol) and zinc iodide (˜5 mg). The solution was stirred for 6 hours or until reaction was completed as indicated by tlc. This oil was dissolved in diethyl ether (30 mL), filtered to remove some solid and added dropwise to a solution of diethyl ether (15 mL) containing 1M lithium aluminium hydride/diethyl ether (30 mL). After stirring at ambient temp. for 2 hours, the reaction was carefully quenched wi... Starting materials: ClC=1C=CC=2N(N1)C=CC(C2C2=C(C=CC=C2F)F)=O (2-chloro-5-(2,6-difluorophenyl)-6H-pyrido[1,2-b]pyridazin-6-one), C(=O)([O-])[O-].[Cs+].[Cs+] (Cs2CO3), FC1=C(C=CC(=C1)F)O (2,4 difluoro phenol). Run in CCOC(=O)C (EtOAc), O (H2O), CN1CCCC1=O (NMP). Run at temperature 90 celsius. Yields the product FC1=C(OC=2C=CC=3N(N2)C=CC(C3C3=C(C=CC=C3F)F)=O)C=CC(=C1)F (2-(2,4-difluorophenoxy)-5-(2,6-difluorophenyl)-6H-pyrido[1,2-b]pyridazin-6-one). Reaction SMILES: Cl[C:2]1[CH:3]=[CH:4][C:5]2[N:6]([CH:8]=[CH:9][C:10](=[O:20])[C:11]=2[C:12]2[C:17]([F:18])=[CH:16][CH:15]=[CH:14][C:13]=2[F:19])[N:7]=1.C([O-])([O-])=O.[Cs+].[Cs+].[F:27][C:28]1[CH:33]=[C:32]([F:34])[CH:31]=[CH:30][C:29]=1[OH:35]>CN1C(=O)CCC1.CCOC(C)=O.O>[F:27][C:28]1[CH:33]=[C:32]([F:34])[CH:31]=[CH:30][C:29]=1[O:35][C:2]1[CH:3]=[CH:4][C:5]2[N:6]([CH:8]=[CH:9][C:10](=[O:20])[C:11]=2[C:12]2[C:17]([F:18])=[CH:16][CH:15]=[CH:14][C:13]=2[F:19])[N:7]=1 |f:1.2.3|. Procedure details: To a solution of 2-chloro-5-(2,6-difluorophenyl)-6H-pyrido[1,2-b]pyridazin-6-one (250 mg, 0.85 mmol) and Cs2CO3 (834 mg, 2.56 mmol) in NMP was added 2,4 difluoro phenol (211 mg, 1.7 mmol). The mixture was heated to 90° C. for 2 hrs until the reaction was complete via LCMS analysis. The reaction was cooled to ambient temperature and diluted with EtOAc and H2O. The aqueous layer was washed with EtOAc and the combined organic layers were washed with 1N NaOH, H2O, brine, dried over MgSO4, and concen... Starting materials: CC(C)(C)OC(=O)C1(CN2CCC(C#N)CC2)CCOCC1, CO. Product: CC(C)(C)OC(=O)C1(CN2CCC(CN)CC2)CCOCC1. Reaction SMILES: [C:1](#[N:2])[CH:3]1[CH2:4][CH2:5][N:6]([CH2:9][C:10]2([C:16](=[O:17])[O:18][C:19]([CH3:20])([CH3:21])[CH3:22])[CH2:11][CH2:12][O:13][CH2:14][CH2:15]2)[CH2:7][CH2:8]1.[CH3:23][OH:24]>>[CH2:1]([NH2:2])[CH:3]1[CH2:4][CH2:5][N:6]([CH2:9][C:10]2([C:16](=[O:17])[O:18][C:19]([CH3:20])([CH3:21])[CH3:22])[CH2:11][CH2:12][O:13][CH2:14][CH2:15]2)[CH2:7][CH2:8]1. Yields the product Cl.ClC1=C(C=CC(=C1)Cl)C1=NN=C(SC1)N(C)C (5-(2,4-dichlorophenyl)-N,N-dimethyl-6H-1,3,4-thiadiazin-2-amine monohydrochloride). The reactants are CN(C(NN)=S)C (4,4-dimethyl-thiosemicarbazide), ClC1=C(C(CCl)=O)C=CC(=C1)Cl (2,4-dichlorophenacyl chloride). Procedure details: 4.16 g (0.035 mole) of 4,4-dimethyl-thiosemicarbazide and 7.82 g (0.035 mole) of 2,4-dichlorophenacyl chloride are reacted under the conditions of Example 2. After concentration, ethyl acetate is added to the residue and further concentration is employed. A yellow, needle-like solid is produced. The solid is dried under high vacuum at 65° C. Subsequently, it is recrystallized from methanol/ethyl acetate and again dried under high vacuum to produce 5-(2,4-dichlorophenyl)-N,N-dimethyl-6H-1,3,4-thi... As a reaction SMILES: [CH3:1][N:2]([CH3:7])[C:3](=[S:6])[NH:4][NH2:5].[Cl:8][C:9]1[CH:18]=[C:17]([Cl:19])[CH:16]=[CH:15][C:10]=1[C:11](=O)[CH2:12]Cl>>[ClH:8].[Cl:8][C:9]1[CH:18]=[C:17]([Cl:19])[CH:16]=[CH:15][C:10]=1[C:11]1[CH2:12][S:6][C:3]([N:2]([CH3:7])[CH3:1])=[N:4][N:5]=1 |f:2.3|. Reactants: COc1ccc(C(=O)n2c(C)c(CC(=O)OC(C)(C)C)c3cc(OC)ccc32)cc1, O=C(O)C(F)(F)F. Product: COc1ccc(C(=O)n2c(C)c(CC(=O)O)c3cc(OC)ccc32)cc1. Reaction SMILES: [CH3:1][O:2][c:3]1[cH:4][c:5]2[c:6]([CH2:23][C:24](=[O:25])[O:26][C:27]([CH3:28])([CH3:29])[CH3:30])[c:7]([CH3:22])[n:8]([C:12]([c:13]3[cH:14][cH:15][c:16]([O:19][CH3:20])[cH:17][cH:18]3)=[O:21])[c:9]2[cH:10][cH:11]1.[OH:31][C:32]([C:33]([F:34])([F:35])[F:36])=[O:37]>>[CH3:1][O:2][c:3]1[cH:4][c:5]2[c:6]([CH2:23][C:24](=[O:25])[OH:26])[c:7]([CH3:22])[n:8]([C:12]([c:13]3[cH:14][cH:15][c:16]([O:19][CH3:20])[cH:17][cH:18]3)=[O:21])[c:9]2[cH:10][cH:11]1. The reactants are IN1C(CCC1=O)=O (N-iodosuccinimide), N1N=CC2=NC=CC=C21 (1H-pyrazolo[4,3-b]pyridine). Product: IC1=NNC=2C1=NC=CC2 (3-Iodo-1H-pyrazolo[4,3-b]pyridine). Isolated yield 57.4%. Reaction SMILES: [I:1]N1C(=O)CCC1=O.[NH:9]1[C:17]2[C:12](=[N:13][CH:14]=[CH:15][CH:16]=2)[CH:11]=[N:10]1>>[I:1][C:11]1[C:12]2=[N:13][CH:14]=[CH:15][CH:16]=[C:17]2[NH:9][N:10]=1. Procedure: In the similar method as described in Production example 206, 9.5 g of N-iodosuccinimide was reacted on 5 g of 1H-pyrazolo[4,3-b]pyridine, to afford 5.9 g of the title compound as a colorless powder. Starting materials: ClC1=C(C=CC=C1)[N+](=O)[O-] (1-chloro-2-nitrobenzene), OCNC(C(F)(F)F)=O (N-hydroxy methyl trifluoro acetamide). Solvent: S(O)(O)(=O)=O (sulphuric acid). Conditions: temperature 75 celsius. Product: ClC1=C(C=C(CNC(C(F)(F)F)=O)C=C1)[N+](=O)[O-] (N-(4-chloro-3-nitrobenzyl)-2,2,2-trifluoroacetamide). Isolated yield 30891.9%. Reaction SMILES: [Cl:1][C:2]1[CH:7]=[CH:6][CH:5]=[CH:4][C:3]=1[N+:8]([O-:10])=[O:9].O[CH2:12][NH:13][C:14](=[O:19])[C:15]([F:18])([F:17])[F:16]>S(=O)(=O)(O)O>[Cl:1][C:2]1[CH:7]=[CH:6][C:5]([CH2:12][NH:13][C:14](=[O:19])[C:15]([F:18])([F:17])[F:16])=[CH:4][C:3]=1[N+:8]([O-:10])=[O:9]. Procedure: To a solution of 1-chloro-2-nitrobenzene (10.0 g, 0.063 mmol) in conc. sulphuric acid (150 mL) was added N-hydroxy methyl trifluoro acetamide (9.98 g, 0.069 mmol). The reaction mixture was heated at 70-80° C. for 24 h. The reaction mass was quenched in ice cold water, neutralised with sodium hydroxide and extracted with DCM. The organic layer was concentrated and the obtained crude product was purified by column chromatography on silica gel eluting with 4% EtOAc: pet. ether to afford 5.5 g of de...